This data is from the Open Reaction Database (ORD), a public repository of structured organic reaction records. The task is: describe an organic reaction: reactants, conditions, products, and yield Reactants: C1CCOC1, COC(=O)Cc1ccc(C#C[Si](C)(C)C)c(Oc2ccc([N+](=O)[O-])cc2CSCC(F)(F)F)c1, CCCC[N+](CCCC)(CCCC)CCCC, CCOC(C)=O, [F-], O. Yields the product C#Cc1ccc(CC(=O)OC)cc1Oc1ccc([N+](=O)[O-])cc1CSCC(F)(F)F. RXN SMILES: [CH2:60]1[O:61][CH2:62][CH2:63][CH2:64]1.[CH3:1][O:2][C:3]([CH2:4][c:5]1[cH:6][c:7]([O:17][c:18]2[c:19]([CH2:27][S:28][CH2:29][C:30]([F:31])([F:32])[F:33])[cH:20][c:21]([N+:24](=[O:25])[O-:26])[cH:22][cH:23]2)[c:8]([C:11]#[C:12][Si:13]([CH3:14])([CH3:15])[CH3:16])[cH:9][cH:10]1)=[O:34].[CH3:36][CH2:37][CH2:38][CH2:39][N+:40]([CH2:41][CH2:42][CH2:43][CH3:44])([CH2:45][CH2:46][CH2:47][CH3:48])[CH2:49][CH2:50][CH2:51][CH3:52].[CH3:53][CH2:54][O:55][C:56]([CH3:57])=[O:58].[F-:35].[OH2:59]>>[CH3:1][O:2][C:3]([CH2:4][c:5]1[cH:6][c:7]([O:17][c:18]2[c:19]([CH2:27][S:28][CH2:29][C:30]([F:31])([F:32])[F:33])[cH:20][c:21]([N+:24](=[O:25])[O-:26])[cH:22][cH:23]2)[c:8]([C:11]#[CH:12])[cH:9][cH:10]1)=[O:34]. Reactants: solid, Cl.O1COC2=C1C=CC=C2C2CCN(CC2)CC[C@@H]2CC[C@H](CC2)N (Trans-4-[2-(4-Benzo[1,3]dioxol-4-yl-piperidin-1-yl)-ethyl]-cyclohexylamine hydrochloride), Cl.O1COC2=C1C=CC=C2C2CCN(CC2)CC[C@@H]2CC[C@H](CC2)N (Trans-4-[2-(4-Benzo[1,3]dioxol-4-yl-piperidin-1-yl)-ethyl]-cyclohexylamine hydrochloride), C(#N)CC(=O)O (2-cyanoacetic acid). Product: O1COC2=C1C=CC=C2C2CCN(CC2)CC[C@@H]2CC[C@H](CC2)NC(CC#N)=O (Trans-N-{-4-[2-(4-Benzo[1,3]dioxol-4-yl-piperidin-1-yl)-ethyl]-cyclohexyl}-2-cyano-acetamide). As a reaction SMILES: Cl.[O:2]1[C:6]2[CH:7]=[CH:8][CH:9]=[C:10]([CH:11]3[CH2:16][CH2:15][N:14]([CH2:17][CH2:18][C@H:19]4[CH2:24][CH2:23][C@H:22]([NH2:25])[CH2:21][CH2:20]4)[CH2:13][CH2:12]3)[C:5]=2[O:4][CH2:3]1.[C:26]([CH2:28][C:29](O)=[O:30])#[N:27]>>[O:2]1[C:6]2[CH:7]=[CH:8][CH:9]=[C:10]([CH:11]3[CH2:16][CH2:15][N:14]([CH2:17][CH2:18][C@H:19]4[CH2:20][CH2:21][C@H:22]([NH:25][C:29](=[O:30])[CH2:28][C:26]#[N:27])[CH2:23][CH2:24]4)[CH2:13][CH2:12]3)[C:5]=2[O:4][CH2:3]1 |f:0.1|. Reported procedure: The title compound, light yellow solid (14.9 mg, 53.5%), MS (ISP) m/z=398.1 [(M+H)+], was prepared in accordance with the general method of example 1 from Trans-4-[2-(4-Benzo[1,3]dioxol-4-yl-piperidin-1-yl)-ethyl]-cyclohexylamine hydrochloride (intermediate A) (25.7 mg, 0.07 mmol) and 2-cyanoacetic acid. Starting materials: CCNCC, CN(C)C=O, CN1Cc2c(-c3noc(CCl)n3)ncn2-c2ccc(F)c(Cl)c2C1=O. As a reaction SMILES: [CH2:26]([CH3:27])[NH:28][CH2:29][CH3:30].[CH3:31][N:32]([CH3:33])[CH:34]=[O:35].[Cl:1][c:2]1[c:3]([F:25])[cH:4][cH:5][c:6]2[c:7]1[C:8](=[O:24])[N:9]([CH3:23])[CH2:10][c:11]1[n:12]-2[cH:13][n:14][c:15]1-[c:16]1[n:17][o:18][c:19]([CH2:21][Cl:22])[n:20]1>>[Cl:1][c:2]1[c:3]([F:25])[cH:4][cH:5][c:6]2[c:7]1[C:8](=[O:24])[N:9]([CH3:23])[CH2:10][c:11]1[n:12]-2[cH:13][n:14][c:15]1-[c:16]1[n:17][o:18][c:19]([CH2:21][N:28]([CH2:26][CH3:27])[CH2:29][CH3:30])[n:20]1. The product is CCN(CC)Cc1nc(-c2ncn3c2CN(C)C(=O)c2c-3ccc(F)c2Cl)no1. The reactants are CO, Cl, NO, Cc1cc(-c2ccc(O)cc2)ccc1C=O, c1ccncc1. The product is Cc1cc(-c2ccc(O)cc2)ccc1C=NO. Reaction SMILES: [CH3:26][OH:27].[ClH:17].[NH2:18][OH:19].[OH:1][c:2]1[cH:3][cH:4][c:5](-[c:8]2[cH:9][c:10]([CH3:16])[c:11]([CH:14]=[O:15])[cH:12][cH:13]2)[cH:6][cH:7]1.[cH:20]1[cH:21][cH:22][n:23][cH:24][cH:25]1>>[OH:1][c:2]1[cH:3][cH:4][c:5](-[c:8]2[cH:9][c:10]([CH3:16])[c:11]([CH:14]=[N:18][OH:19])[cH:12][cH:13]2)[cH:6][cH:7]1.